Dataset: the Open Reaction Database (ORD), a public repository of structured organic reaction records. Task: describe an organic reaction: reactants, conditions, products, and yield Reactants: ClC(Cl)Cl, ClP(Cl)Cl, COC(=O)c1cc2ccccc2[n+]([O-])c1C(=O)OC. Product: COC(=O)c1cc2ccccc2nc1C(=O)OC. RXN SMILES: [CH:24]([Cl:25])([Cl:26])[Cl:27].[Cl:20][P:21]([Cl:22])[Cl:23].[n+:1]1([O-:19])[c:2]([C:15](=[O:16])[O:17][CH3:18])[c:3]([C:11](=[O:12])[O:13][CH3:14])[cH:4][c:5]2[cH:6][cH:7][cH:8][cH:9][c:10]12>>[n:1]1[c:2]([C:15](=[O:16])[O:17][CH3:18])[c:3]([C:11](=[O:12])[O:13][CH3:14])[cH:4][c:5]2[cH:6][cH:7][cH:8][cH:9][c:10]12.